Dataset: the Open Reaction Database (ORD), a public repository of structured organic reaction records. Task: describe an organic reaction: reactants, conditions, products, and yield Starting materials: [OH-].[Na+] (sodium hydroxide), COC(CC=1C=NC=C(C1)C1=CC=C(C=C1)C(CC)(C1=CC(=C(C=C1)OCC(C(C)(C)C)O)C)CC)=O ([5-(4-{1-ethyl-1-[4-(2-hydroxy-3,3-dimethyl-butoxy)-3-methyl-phenyl]-propyl}-phenyl)-pyridin-3-yl]-acetic acid methyl ester), [Cl-].[NH4+] (ammonium chloride). The solvent is CO.O1CCCC1 (methanol tetrahydrofuran). Conditions: temperature 60 celsius, time 1 hour. The product is C(C)C(CC)(C1=CC(=C(C=C1)OCC(C(C)(C)C)O)C)C1=CC=C(C=C1)C=1C=C(C=NC1)CC(=O)O ([5-(4-{1-ethyl-1-[4-(2-hydroxy-3,3-dimethyl-butoxy)-3-methyl-phenyl]-propyl}-phenyl)-pyridin-3-yl]-acetic Acid). Isolated yield 68.6%. Reaction SMILES: [OH-].[Na+].C[O:4][C:5](=[O:39])[CH2:6][C:7]1[CH:8]=[N:9][CH:10]=[C:11]([C:13]2[CH:18]=[CH:17][C:16]([C:19]([CH2:37][CH3:38])([C:22]3[CH:27]=[CH:26][C:25]([O:28][CH2:29][CH:30]([OH:35])[C:31]([CH3:34])([CH3:33])[CH3:32])=[C:24]([CH3:36])[CH:23]=3)[CH2:20][CH3:21])=[CH:15][CH:14]=2)[CH:12]=1.[Cl-].[NH4+]>CO.O1CCCC1>[CH2:20]([C:19]([C:16]1[CH:15]=[CH:14][C:13]([C:11]2[CH:12]=[C:7]([CH2:6][C:5]([OH:39])=[O:4])[CH:8]=[N:9][CH:10]=2)=[CH:18][CH:17]=1)([C:22]1[CH:27]=[CH:26][C:25]([O:28][CH2:29][CH:30]([OH:35])[C:31]([CH3:33])([CH3:34])[CH3:32])=[C:24]([CH3:36])[CH:23]=1)[CH2:37][CH3:38])[CH3:21] |f:0.1,3.4,5.6|. Procedure: A 1 N sodium hydroxide aqueous solution (0.183 mL, 0.183 mmol) was added to a solution of [5-(4-{1-ethyl-1-[4-(2-hydroxy-3,3-dimethyl-butoxy)-3-methyl-phenyl]-propyl}-phenyl)-pyridin-3-yl]-acetic acid methyl ester (Example 146-(2); 30.8 mg, 0.061 mmol) in methanol-tetrahydrofuran (1:1, 4 mL), and the mixture was stirred at 60° C. for one hour. The reaction mixture was then poured into a saturated aqueous ammonium chloride solution, followed by extraction with dichloromethane. The organic layer w... Starting materials: OC1=C(C(=CC=C1)O)CCC(=O)OC (Methyl 3-(2,6-dihydroxyphenyl)propionate), ClN1C(CCC1=O)=O (N-chlorosuccinimide). Run in CO (methanol). Reaction conditions: time 8 hour. Product: ClC=1C(=C(C(=CC1)O)CCC(=O)OC)O (Methyl 3-(3-chloro-2,6-dihydroxyphenyl)propionate). Yield: 74.8%. Reaction SMILES: [OH:1][C:2]1[CH:7]=[CH:6][CH:5]=[C:4]([OH:8])[C:3]=1[CH2:9][CH2:10][C:11]([O:13][CH3:14])=[O:12].[Cl:15]N1C(=O)CCC1=O>CO>[Cl:15][C:5]1[C:4]([OH:8])=[C:3]([CH2:9][CH2:10][C:11]([O:13][CH3:14])=[O:12])[C:2]([OH:1])=[CH:7][CH:6]=1. Procedure: To a solution of 30 (5.0 g, 25.5 mmol) in 50 ml of methanol was added 3.4 g (25.5 mmol) of N-chlorosuccinimide. The reaction was stirred overnight at room temperature and concentrated. The residue was suspended in a mixture of hexane and ethyl acetate and the precipitated succinimide was removed by filtration. Crude product obtained after evaporation of the solvent was chromatographed on silica eluting with 4:1 hexane-ethyl acetate. Concentration of the pure product fractions afforded 4.4 g of t... RXN SMILES: [CH3:1][C:2]1[N:3]=[C:4]2[CH:12]=[CH:11][CH:10]=[C:9]3[N:5]2[C:6]=1[C:7](=[O:27])[N:8]3[CH2:13][CH2:14][CH2:15][CH2:16][CH2:17][CH2:18][NH:19][S:20]([C:23]([F:26])([F:25])[F:24])(=[O:22])=[O:21].[ClH:28]>CO>[ClH:28].[CH3:1][C:2]1[N:3]=[C:4]2[CH:12]=[CH:11][CH:10]=[C:9]3[N:5]2[C:6]=1[C:7](=[O:27])[N:8]3[CH2:13][CH2:14][CH2:15][CH2:16][CH2:17][CH2:18][NH:19][S:20]([C:23]([F:25])([F:24])[F:26])(=[O:22])=[O:21] |f:3.4|. Procedure: To a suspension of 623 mg (1.54 mmol) of 1,2-dihydro-3-methyl-1-[6-(trifluoromethanesulfonamido) hexan-1-yl]-1,4,7b-triazacyclopent[cd]inden-2-one in 10 ml of methanol was added 0.16 ml of conc. HCl and, then, the solvent was distilled off. To the residue were added acetone and ether. The resulting solid was washed with ether, dried to give 570 mg of the desired compound (83.9%, pale yellow solid). Product: Cl.CC=1N=C2N3C1C(N(C3=CC=C2)CCCCCCNS(=O)(=O)C(F)(F)F)=O (1,2-dihydro-3-methyl-1-[6-(trifluoromethanesulfonamido)hexan-1-yl]-1,4,7b-triazacyclopent[cd]inden-2-one-hydrochloride). The reactants are CC=1N=C2N3C1C(N(C3=CC=C2)CCCCCCNS(=O)(=O)C(F)(F)F)=O (1,2-dihydro-3-methyl-1-[6-(trifluoromethanesulfonamido) hexan-1-yl]-1,4,7b-triazacyclopent[cd]inden-2-one), Cl (HCl). Isolated yield 83.9%. Solvent: CO (methanol). The reactants are O (water), C(C)(=O)C1=C(C=C(C=C1)NC(C)=O)O (N-(4-acetyl-3-hydroxyphenyl)acetamide), C(C)(=O)OC(C)=O (acetic anhydride), [N+](=O)(O)[O-] (nitric acid). The solvent is ClCCl (dichloromethane). Conditions: temperature 5 celsius, time 1 hour. Yields the product C(C)(=O)C1=C(C(=C(C=C1)NC(C)=O)[N+](=O)[O-])O (N-(4-Acetyl-3-hydroxy-2-nitrophenyl)acetamide). RXN SMILES: [C:1]([C:4]1[CH:9]=[CH:8][C:7]([NH:10][C:11](=[O:13])[CH3:12])=[CH:6][C:5]=1[OH:14])(=[O:3])[CH3:2].C(OC(=O)C)(=O)C.[N+:22]([O-])([OH:24])=[O:23].O>ClCCl>[C:1]([C:4]1[CH:9]=[CH:8][C:7]([NH:10][C:11](=[O:13])[CH3:12])=[C:6]([N+:22]([O-:24])=[O:23])[C:5]=1[OH:14])(=[O:3])[CH3:2]. Procedure: A mixture of N-(4-acetyl-3-hydroxyphenyl)acetamide (9.66 g, 50 mmol) and acetic anhydride (14.2 ml, 15.3 g, 150 mmol) in dichloromethane (150 ml) was cooled to 5° C. and nitric acid (90%, d 1.49, 4.70 ml, 7.00 g, 100 mmol) was added dropwise. The mixture was stirred at room temperature for 1 hour, poured into water (150 ml) and extracted with dichloromethane (3×150 ml). The combined organic fractions were dried (Na2SO4) and evaporated under reduced pressure and the residue was purified by repeat... Product: C1(=CC=CC=C1)S(=O)(=O)N[C@@H]1C[C@@H]([C@H](C1)C1=CC=CC=C1)CN1CCC(CC1)N(CC=C)C(=O)OCC1=CC=C(C=C1)[N+](=O)[O-] (1-(S)-((Phenylsulfonyl)amino)-3-(S)-((4-(N-(4-nitrobenzyloxycarbonyl)-N-(allyl)amino)piperidin-1-yl)methyl)-4-(S)-phenylcyclopentane). Starting materials: C(C)(C)(C)OC(=O)N[C@@H]1C[C@@H]([C@H](C1)C1=CC=CC=C1)CN1CCC(CC1)N(CC=C)C(=O)OCC1=CC=C(C=C1)[N+](=O)[O-] (1-(S)-((t-butoxycarbonyl)amino)-3-(S)-((4-(N-(4-nitrobenzyloxycarbonyl)-N-(allyl)amino)piperidin-1-yl)methyl)-4-(S)-phenylcyclopentane), C1(=CC=CC=C1)S(=O)(=O)Cl (phenylsulfonyl chloride). As a reaction SMILES: C(OC([NH:8][C@H:9]1[CH2:13][C@H:12]([C:14]2[CH:19]=[CH:18][CH:17]=[CH:16][CH:15]=2)[C@@H:11]([CH2:20][N:21]2[CH2:26][CH2:25][CH:24]([N:27]([C:31]([O:33][CH2:34][C:35]3[CH:40]=[CH:39][C:38]([N+:41]([O-:43])=[O:42])=[CH:37][CH:36]=3)=[O:32])[CH2:28][CH:29]=[CH2:30])[CH2:23][CH2:22]2)[CH2:10]1)=O)(C)(C)C.[C:44]1([S:50](Cl)(=[O:52])=[O:51])[CH:49]=[CH:48][CH:47]=[CH:46][CH:45]=1>>[C:44]1([S:50]([NH:8][C@H:9]2[CH2:13][C@H:12]([C:14]3[CH:19]=[CH:18][CH:17]=[CH:16][CH:15]=3)[C@@H:11]([CH2:20][N:21]3[CH2:22][CH2:23][CH:24]([N:27]([C:31]([O:33][CH2:34][C:35]4[CH:40]=[CH:39][C:38]([N+:41]([O-:43])=[O:42])=[CH:37][CH:36]=4)=[O:32])[CH2:28][CH:29]=[CH2:30])[CH2:25][CH2:26]3)[CH2:10]2)(=[O:52])=[O:51])[CH:49]=[CH:48][CH:47]=[CH:46][CH:45]=1. Reported procedure: Using essentially the same procedure as in Example 16, Step A and B but substituting 1-(S)-((t-butoxycarbonyl)amino)-3-(S)-((4-(N-(4-nitrobenzyloxycarbonyl)-N-(allyl)amino)piperidin-1-yl)methyl)-4-(S)-phenylcyclopentane from Example 33 in Step A and phenylsulfonyl chloride in Step B, the title compound was prepared.